From a dataset of the Open Reaction Database (ORD), a public repository of structured organic reaction records. describe an organic reaction: reactants, conditions, products, and yield The reactants are C(C1=CC=CC=C1)=O (benzaldehyde), CCO (EtOH), CC(=O)C1=CC=C(C=C1)Cl (4-chloroacetophenone). Reaction conditions: time 2 hour. Product: ClC1=CC=C(C=C1)C(C=CC1=CC=CC=C1)=O (1-(4-chlorophenyl)-3-phenylprop-2-en-1-one). The yield is 91.9%. RXN SMILES: [CH:1](=O)[C:2]1[CH:7]=[CH:6][CH:5]=[CH:4][CH:3]=1.CCO.[CH3:12][C:13]([C:15]1[CH:20]=[CH:19][C:18]([Cl:21])=[CH:17][CH:16]=1)=[O:14]>>[Cl:21][C:18]1[CH:19]=[CH:20][C:15]([C:13](=[O:14])[CH:12]=[CH:1][C:2]2[CH:7]=[CH:6][CH:5]=[CH:4][CH:3]=2)=[CH:16][CH:17]=1. Reported procedure: To a solution of benzaldehyde (2 g) in EtOH (40 ml) 3 M NaOH solution (3 eq) and 4-chloroacetophenone (2.91 g) were added. The resulting mixture was stirred at rt for 2 h forming a yellow precipitate. The solid was separated by suction filtration and washed with water. The crude was purified by recrystallisation from methanol to give 1-(4-chlorophenyl)-3-phenylprop-2-en-1-one (4.2 g) as pale yellow crystals. Reactants: Cl.OC[C@H]1C[C@@H](CN1)O ((3S,5R)-5-Hydroxymethylpyrrolidin-3-ol hydrochloride), C(C=C)#N (Acrylonitrile). The solvent is C(C)#N (acetonitrile), C([O-])([O-])=O.[K+].[K+] (potassium carbonate). Run at time 5 hour. Product: O[C@H]1C[C@@H](N(C1)CCC#N)CO (3-[(2R,4S)-4-hydroxy-2-hydroxymethylpyrrolidin-1-yl]propionitrile). As a reaction SMILES: Cl.[OH:2][CH2:3][C@@H:4]1[NH:8][CH2:7][C@@H:6]([OH:9])[CH2:5]1.[C:10](#[N:13])[CH:11]=[CH2:12]>C(=O)([O-])[O-].[K+].[K+].C(#N)C>[OH:9][C@@H:6]1[CH2:7][N:8]([CH2:12][CH2:11][C:10]#[N:13])[C@@H:4]([CH2:3][OH:2])[CH2:5]1 |f:0.1,3.4.5|. Procedure: (3S,5R)-5-Hydroxymethylpyrrolidin-3-ol hydrochloride (0.4 g) described in Biochemistry, Vol. 5, pp. 1154-1155 (1966) was dissolved in aqueous potassium carbonate solution (2 mL) and acetonitrile (2 mL). Acrylonitrile (0.5 mL) was added and the mixture was stirred at room temperature for 5 hr. After the completion of the reaction, the reaction mixture was concentrated and the obtained residue was suspended in chloroform-methanol and dried by adding magnesium sulfate. Magnesium sulfate was filtere... Reaction conditions: temperature 60 celsius, time 4 hour. Yield: 95.3%. Reactants: aqueous solution, [OH-].[Na+] (sodium hydroxide), COCOC1=C(C(=O)OC)C=CC(=C1CCC)OC (methyl 2-methoxymethoxy-3-n-propyl-4-methoxybenzoate). The solvent is CO (methanol). The product is COCOC1=C(C(=O)O)C=CC(=C1CCC)OC (2-methoxymethoxy-3-n-propyl-4-methoxybenzoic acid). As a reaction SMILES: [CH3:1][O:2][CH2:3][O:4][C:5]1[C:14]([CH2:15][CH2:16][CH3:17])=[C:13]([O:18][CH3:19])[CH:12]=[CH:11][C:6]=1[C:7]([O:9]C)=[O:8].[OH-].[Na+]>CO>[CH3:1][O:2][CH2:3][O:4][C:5]1[C:14]([CH2:15][CH2:16][CH3:17])=[C:13]([O:18][CH3:19])[CH:12]=[CH:11][C:6]=1[C:7]([OH:9])=[O:8] |f:1.2|. Procedure details: The methyl 2-methoxymethoxy-3-n-propyl-4-methoxybenzoate (31.9 g) was dissolved in methanol (280 ml), and 10% aqueous solution of sodium hydroxide (70 ml) was added thereto. The mixture was agitated at 60° C. for 4 hours and then at room temperature for another 80 hours. The reaction mixture was concentrated to about one third of the original volume in evacuated atomosphere, cooled to 0° C., acidified by adding 2N aqueous hydrochloric acid thereto, and then extracted twice with ethyl acetate. Th... Reactants: O=C(NC(Cc1ccccc1)C1CO1)OCc1ccccc1, CC(C)(C)NC(=O)C1NCCc2c1[nH]c1ccccc21. Yields the product CC(C)(C)NC(=O)C1c2[nH]c3ccccc3c2CCN1CC(O)C(Cc1ccccc1)NC(=O)OCc1ccccc1. Reaction SMILES: [CH2:21]([c:22]1[cH:23][cH:24][cH:25][cH:26][cH:27]1)[O:28][C:29](=[O:30])[NH:31][CH:32]([CH:33]1[CH2:34][O:35]1)[CH2:36][c:37]1[cH:38][cH:39][cH:40][cH:41][cH:42]1.[CH:1]1([C:14](=[O:15])[NH:16][C:17]([CH3:18])([CH3:19])[CH3:20])[NH:2][CH2:3][CH2:4][c:5]2[c:6]1[nH:7][c:8]1[cH:9][cH:10][cH:11][cH:12][c:13]21>>[CH:1]1([C:14](=[O:15])[NH:16][C:17]([CH3:18])([CH3:19])[CH3:20])[N:2]([CH2:34][CH:33]([CH:32]([NH:31][C:29]([O:28][CH2:21][c:22]2[cH:23][cH:24][cH:25][cH:26][cH:27]2)=[O:30])[CH2:36][c:37]2[cH:38][cH:39][cH:40][cH:41][cH:42]2)[OH:35])[CH2:3][CH2:4][c:5]2[c:6]1[nH:7][c:8]1[cH:9][cH:10][cH:11][cH:12][c:13]21. The reactants are BrCC(=O)NC1=C(C=CC=C1C)C(C)=O (2-bromo-2'-acetyl-6'-methylacetanilide), C(C)NCC (diethylamine), Cl (hydrogen chloride), resultant mixture. The solvent is C1(=CC=CC=C1)C (toluene), CCOCC (ether). Product: Cl.C(C)N(CC(=O)NC1=C(C=CC=C1C)C(C)=O)CC (2-(diethylamino)-2'-acetyl-6'-methylacetanilide hydrochloride). RXN SMILES: Br[CH2:2][C:3]([NH:5][C:6]1[C:11]([CH3:12])=[CH:10][CH:9]=[CH:8][C:7]=1[C:13](=[O:15])[CH3:14])=[O:4].[CH2:16]([NH:18][CH2:19][CH3:20])[CH3:17].[ClH:21]>C1(C)C=CC=CC=1.CCOCC>[ClH:21].[CH2:16]([N:18]([CH2:19][CH3:20])[CH2:2][C:3]([NH:5][C:6]1[C:11]([CH3:12])=[CH:10][CH:9]=[CH:8][C:7]=1[C:13](=[O:15])[CH3:14])=[O:4])[CH3:17] |f:5.6|. Procedure: To a solution of 4.0 g of 2-bromo-2'-acetyl-6'-methylacetanilide in 60 ml of toluene was added 2.5 g of diethylamine at room temperature. The resultant mixture was stirred at room temperature overnight. The reaction mixture was washed with water, dried over anhydrous sodium sulfate and evaporated to give an oily residue. The residue was dissolved in ether and hydrogen chloride was added to the solution to give crystals. Recrystallization from ethanol-ether gave 2-(diethylamino)-2'-acetyl-6'-meth... Starting materials: ClC1=CC=C(C=C1)C1(CC(C1)C(=O)O)O (3-(4-chlorophenyl)-3-hydroxycyclobutanecarboxylic acid), C(C1=CC=CC=C1)#N (benzonitrile), O (water), [O-]S(=O)(=O)C(F)(F)F.[Bi+3].[O-]S(=O)(=O)C(F)(F)F.[O-]S(=O)(=O)C(F)(F)F (bismuth triflate), crude product. Run in C(C)OCC (diethyl ether), CCCCCCC (n-heptane). Run at temperature 100 celsius. Yields the product C(C1=CC=CC=C1)(=O)NC1(CC(C1)C(=O)O)C1=CC=C(C=C1)Cl (3-benzamido-3-(4-chlorophenyl)cyclobutanecarboxylic acid). Yield: 143.0%. As a reaction SMILES: [Cl:1][C:2]1[CH:7]=[CH:6][C:5]([C:8]2(O)[CH2:11][CH:10]([C:12]([OH:14])=[O:13])[CH2:9]2)=[CH:4][CH:3]=1.[C:16](#[N:23])[C:17]1[CH:22]=[CH:21][CH:20]=[CH:19][CH:18]=1.O.[O-:25]S(C(F)(F)F)(=O)=O.[Bi+3].[O-]S(C(F)(F)F)(=O)=O.[O-]S(C(F)(F)F)(=O)=O>C(OCC)C.CCCCCCC>[C:16]([NH:23][C:8]1([C:5]2[CH:6]=[CH:7][C:2]([Cl:1])=[CH:3][CH:4]=2)[CH2:11][CH:10]([C:12]([OH:14])=[O:13])[CH2:9]1)(=[O:25])[C:17]1[CH:22]=[CH:21][CH:20]=[CH:19][CH:18]=1 |f:3.4.5.6|. Procedure details: A solution of 3-(4-chlorophenyl)-3-hydroxycyclobutanecarboxylic acid (4 g, 0.0176 mol) and benzonitrile (8.66 mL, 0.0847 mol) in water (4.4 mL, 0.245 mol) was treated with bismuth triflate (2.32 g, 0.0035 mol) and heated to 100° C. for 16 h. After cooling to 0° C., the reaction was quenched with 1 M HCl to pH˜, dichloromethane was added, the solution was stirred vigorously and the phases were separated. The product was leached from organic layer with 1 M NaOH. This aqueous solution was acidified...